Dataset: the Open Reaction Database (ORD), a public repository of structured organic reaction records. Task: describe an organic reaction: reactants, conditions, products, and yield Product: Cc1nc(N2CCOCC2)cc(N)c1[N+](=O)[O-]. Reactants: C1COCCN1, CCO, Cc1nc(Cl)cc(N)c1[N+](=O)[O-]. Reaction SMILES: [CH2:13]1[CH2:14][O:15][CH2:16][CH2:17][NH:18]1.[CH3:19][CH2:20][OH:21].[Cl:1][c:2]1[cH:3][c:4]([NH2:12])[c:5]([N+:9](=[O:10])[O-:11])[c:6]([CH3:8])[n:7]1>>[c:2]1([N:18]2[CH2:13][CH2:14][O:15][CH2:16][CH2:17]2)[cH:3][c:4]([NH2:12])[c:5]([N+:9](=[O:10])[O-:11])[c:6]([CH3:8])[n:7]1. Reactants: BrC1=CC2=CC=CC=C2C=C1 (2-bromonaphthalene), [Mg] (magnesium), II (iodine), BrCCBr (1,2-dibromoethane), P(OCC)(OCC)[O-] (diethyl phosphite), Cl (HCl). Run in O1CCCC1 (tetrahydrofuran), O1CCCC1 (tetrahydrofuran), O (water), O1CCCC1 (tetrahydrofuran), C1(=CC=CC=C1)C (toluene). Conditions: temperature 40 celsius, time 45 minute. The product is C1(=CC=CC2=CC=CC=C12)P(C1=CC=CC2=CC=CC=C12)=O (Dinaphthylphosphine oxide). The yield is 53.0%. Reaction SMILES: [Mg].II.Br[CH2:5][CH2:6]Br.Br[C:9]1[CH:18]=[CH:17][C:16]2[C:11](=[CH:12][CH:13]=[CH:14][CH:15]=2)[CH:10]=1.[P:19]([O-:26])(OCC)OCC.Cl>O1CCCC1.C1(C)C=CC=CC=1.O>[C:10]1([PH:19](=[O:26])[C:18]2[C:5]3[C:6](=[CH:12][CH:13]=[CH:14][CH:15]=3)[CH:11]=[CH:10][CH:9]=2)[C:11]2[C:16](=[CH:15][CH:14]=[CH:13][CH:12]=2)[CH:17]=[CH:18][CH:9]=1. Reported procedure: Under an argon atmosphere, a solution of magnesium (2.94 g, 2.00 equivalents), a slight amount of iodine and 1,2-dibromoethane in tetrahydrofuran (60 mL) was stirred at a room temperature for 1 hour. After addition of a solution of 2-bromonaphthalene (25.00 g, 2.00 equivalent) in tetrahydrofuran (20 mL) at 27° C., the mixture was stirred at 40° C. for 45 minutes. Then, after addition of a solution of diethyl phosphite (9.77 g, 0.06 mol) in tetrahydrofuran (10 mL) at −9° C., the mixture was stirr... Reactants: Cl.NNC(=O)N (semicarbazide hydrochloride), [OH-].[Na+] (sodium hydroxide), C(C(=O)Cl)(=O)Cl (oxalyl chloride), C(C)(C)(C)C1=CC=C(COC2=C(C=CC=C2)/C=C/C(CC2=CC=C(C(=O)O)C=C2)CCC2=CC=C(C=C2)C#N)C=C1 (4-{(3E)-4-{2-[(4-tert-Butylbenzyl)oxy]phenyl}-2-[2-(4-cyanophenyl)ethyl]but-3-en-1-yl}benzoic acid). The reagents and catalysts are CN(C)C=O (DMF). Run in C1CCOC1 (THF), O (water), C1(=CC=CC=C1)C (toluene). Run at time 10 minute. Product: C(C)(C)(C)C1=CC=C(COC2=C(C=CC=C2)/C=C/C(CC2=CC=C(C(=O)NNC(=O)N)C=C2)CCC2=CC=C(C=C2)C#N)C=C1 (2-(4-{(3E)-4-{2-[(4-tert-Butylbenzyl)oxy]phenyl}-2-[2-(4-cyanophenyl)ethyl]but-3-en-1-yl}-benzoyl)hydrazinecarboxamide). RXN SMILES: C(Cl)(=O)C(Cl)=O.[C:7]([C:11]1[CH:47]=[CH:46][C:14]([CH2:15][O:16][C:17]2[CH:22]=[CH:21][CH:20]=[CH:19][C:18]=2/[CH:23]=[CH:24]/[CH:25]([CH2:36][CH2:37][C:38]2[CH:43]=[CH:42][C:41]([C:44]#[N:45])=[CH:40][CH:39]=2)[CH2:26][C:27]2[CH:35]=[CH:34][C:30]([C:31](O)=[O:32])=[CH:29][CH:28]=2)=[CH:13][CH:12]=1)([CH3:10])([CH3:9])[CH3:8].Cl.[NH2:49][NH:50][C:51]([NH2:53])=[O:52].[OH-].[Na+]>C1(C)C=CC=CC=1.CN(C=O)C.C1COCC1.O>[C:7]([C:11]1[CH:47]=[CH:46][C:14]([CH2:15][O:16][C:17]2[CH:22]=[CH:21][CH:20]=[CH:19][C:18]=2/[CH:23]=[CH:24]/[CH:25]([CH2:36][CH2:37][C:38]2[CH:43]=[CH:42][C:41]([C:44]#[N:45])=[CH:40][CH:39]=2)[CH2:26][C:27]2[CH:28]=[CH:29][C:30]([C:31]([NH:49][NH:50][C:51]([NH2:53])=[O:52])=[O:32])=[CH:34][CH:35]=2)=[CH:13][CH:12]=1)([CH3:10])([CH3:8])[CH3:9] |f:2.3,4.5|. Reported procedure: 836 mg (6.62 mmol) of oxalyl chloride are slowly added dropwise to a solution of 600 mg (1.10 mmol) of 4-{(3E)-4-{2-[(4-tert-butylbenzyl)oxy]phenyl}-2-[2-(4-cyanophenyl)ethyl]but-3-en-1-yl}benzoic acid from Example 105A in 6 ml of dry toluene with 4 drops of DMF while cooling in ice. The reaction mixture is stirred at RT for 10 minutes and then heated to reflux for 1 hour. After cooling, the mixture is concentrated in vacuo, and the residue is coevaporated twice with toluene and then taken up in... The reactants are S1C(=NC2=NC=CC=C21)OC2=CC=C(OCCNC1CC1)C=C2 (N-{2-[4-([1,3]thiazolo[4,5-b]pyridin-2-yloxy)phenoxy]ethyl}cyclopropanamine), [H-].[Na+] (sodium hydride), amine. Yields the product COCCCN(C1CC1)CCOC1=CC=C(C=C1)OC=1SC=2C(=NC=CC2)N1 (N-(3-Methoxypropyl)-N-{2-[4-([1,3]thiazolo[4,5-b]pyridin-2-yloxy)phenoxy]ethyl}cyclopropanamine). Reaction SMILES: [S:1]1[C:9]2[C:4](=[N:5][CH:6]=[CH:7][CH:8]=2)[N:3]=[C:2]1[O:10][C:11]1[CH:23]=[CH:22][C:14]([O:15][CH2:16][CH2:17][NH:18][CH:19]2[CH2:21][CH2:20]2)=[CH:13][CH:12]=1.[H-].[Na+]>>[CH3:2][O:10][CH2:11][CH2:12][CH2:13][N:18]([CH2:17][CH2:16][O:15][C:14]1[CH:22]=[CH:23][C:11]([O:10][C:2]2[S:1][C:9]3[C:4]([N:3]=2)=[N:5][CH:6]=[CH:7][CH:8]=3)=[CH:12][CH:13]=1)[CH:19]1[CH2:21][CH2:20]1 |f:1.2|. Procedure: The title compound was prepared from N-{2-[4-([1,3]thiazolo[4,5-b]pyridin-2-yloxy)phenoxy]ethyl}cyclopropanamine using methods analogous to those described for Example 271, using more sodium hydride (2.5 equiv.) and more of the appropriate amine (2 equiv.). 1H NMR (500 MHz, CDCl3): 8.58 (dd, J=4.8, 1.6, 1H), 8.01 (dd, J=7.9, 1.7, 1H), 7.35-7.30 (m, 2H), 7.21 (dd, J=7.9, 4.8, 1H), 6.98-6.93 (m, 2H), 4.13 (t, J=6.2, 2H), 3.43 (t, J=6.4, 2H), 3.35 (s, 3H), 3.05 (t, J=6.2, 2H), 2.82-2.77 (m, 2H), 1.... Starting materials: [N+](=O)([O-])C12CN3CN(CN(C1)C3)C2 (7-Nitro-1,3,5-triazaadamantane), [H][H] (hydrogen), [H][H] (hydrogen), [H][H] (hydrogen), [H][H] (hydrogen). The reagents and catalysts are [Rh].C (rhodium charcoal). Solvent: C(C)O (ethanol). Product: NC12CN3CN(CN(C1)C3)C2 (7-Amino-1,3,5-triazaadamantane). RXN SMILES: [N+:1]([C:4]12[CH2:13][N:8]3[CH2:9][N:10]([CH2:12][N:6]([CH2:7]3)[CH2:5]1)[CH2:11]2)([O-])=O.[H][H]>[Rh].C.C(O)C>[NH2:1][C:4]12[CH2:13][N:8]3[CH2:7][N:6]([CH2:12][N:10]([CH2:9]3)[CH2:11]1)[CH2:5]2 |f:2.3|. Procedure details: 7-Nitro-1,3,5-triazaadamantane (46.1 g., 0.25 mole), 175 ml. of 95% ethanol and 8.0 g. of 5% rhodium-charcoal catalyst were shaken with hydrogen in a Parr apparatus at 25° until hydrogen uptake ceased (13 hours). (The reaction bottle was refilled with hydrogen at intervals as required to keep the hydrogen pressure between 25-50 psi.) The reaction mixture was filtered with suction through Celite and the collected catalyst washed thoroughly with ethanol. The filtrate was concentrated to dryness un... The reactants are NC1=NC(=NC(=N1)OC)OC (2-amino-4,6-dimethoxy-1,3,5-triazine), ClCCOC(=O)C1=C(C=CC=C1)S(=O)(=O)N=C=O (2-(β-chloroethoxycarbonyl)benzenesulfonyl isocyanate). Solvent: C(Cl)Cl (methylene chloride). Product: COC1=NC(=NC(=N1)OC)NC(=O)NS(=O)(=O)C1=C(C=CC=C1)C(=O)OCCCl (N-[(4,6-dimethoxy-1,3,5-triazin-2-yl)aminocarbonyl]-2-(2-chloroethoxycarbonyl)benzenesulfonamide). RXN SMILES: [NH2:1][C:2]1[N:7]=[C:6]([O:8][CH3:9])[N:5]=[C:4]([O:10][CH3:11])[N:3]=1.[Cl:12][CH2:13][CH2:14][O:15][C:16]([C:18]1[CH:23]=[CH:22][CH:21]=[CH:20][C:19]=1[S:24]([N:27]=[C:28]=[O:29])(=[O:26])=[O:25])=[O:17]>C(Cl)Cl>[CH3:9][O:8][C:6]1[N:5]=[C:4]([O:10][CH3:11])[N:3]=[C:2]([NH:1][C:28]([NH:27][S:24]([C:19]2[CH:20]=[CH:21][CH:22]=[CH:23][C:18]=2[C:16]([O:15][CH2:14][CH2:13][Cl:12])=[O:17])(=[O:25])=[O:26])=[O:29])[N:7]=1. Reported procedure: To 0.7 g of 2-amino-4,6-dimethoxy-1,3,5-triazine in 10 ml anhydrous methylene chloride solvent was added 1.45 g 2-(β-chloroethoxycarbonyl)benzenesulfonyl isocyanate. After stirring at ambient temperature for sixteen hours the solvent was removed under reduced pressure, the residue triturated with ether and the solid product filtered off, yield 1.21 g m.p. 171°-174° C. The solid showed infrared absorption peaks at 1705 and 1715 cm-1, consistent for N-[(4,6-dimethoxy-1,3,5-triazin-2-yl)aminocarbon... Starting materials: solid, FC1=CC=C(C=C1)N1N=CC=C1C1=CC=C(C=C1)[N+](=O)[O-] (1-(4-fluoro-phenyl)-5-(4-nitro-phenyl)-1H-pyrazole), FC1=CC=C(C=C1)N1N=CC=C1C1=CC=C(C=C1)[N+](=O)[O-] (1-(4-fluoro-phenyl)-5-(4-nitro-phenyl)-1H-pyrazole), FC1=CC=C(C=C1)CC#N (2-(4-fluoro-phenyl)-acetonitrile). Yields the product FC1=CC=C(C=C1)C1=C2C(=NO1)C=CC(=C2)C=2N(N=CC2)C2=CC=C(C=C2)F (3-(4-Fluoro-phenyl)-5-[2-(4-fluoro-phenyl)-2H-pyrazol-3-yl]-benzo[c]isoxazole). As a reaction SMILES: [F:1][C:2]1[CH:7]=[CH:6][C:5]([N:8]2[C:12]([C:13]3[CH:18]=[CH:17][C:16]([N+:19]([O-:21])=O)=[CH:15][CH:14]=3)=[CH:11][CH:10]=[N:9]2)=[CH:4][CH:3]=1.[F:22][C:23]1[CH:28]=[CH:27][C:26]([CH2:29]C#N)=[CH:25][CH:24]=1>>[F:22][C:23]1[CH:28]=[CH:27][C:26]([C:29]2[O:21][N:19]=[C:16]3[CH:15]=[CH:14][C:13]([C:12]4[N:8]([C:5]5[CH:6]=[CH:7][C:2]([F:1])=[CH:3][CH:4]=5)[N:9]=[CH:10][CH:11]=4)=[CH:18][C:17]=23)=[CH:25][CH:24]=1. Procedure: The title compound, light yellow solid (41 mg, 31%), MS (ISP) m/z=374.1 [(M+H)+], mp 159° C., was prepared in accordance with the general method of example 1 from 1-(4-fluoro-phenyl)-5-(4-nitro-phenyl)-1H-pyrazole (intermediate C) (100 mg, 353 μmol) and commercially available 2-(4-fluoro-phenyl)-acetonitrile.